From a dataset of the Open Reaction Database (ORD), a public repository of structured organic reaction records. describe an organic reaction: reactants, conditions, products, and yield The reactants are C1(=CC=CC=C1)S(=O)(=O)N(C1=CC=C(C=C1)C(C#CC(=O)O)(C(F)(F)F)O)CC(C)C (4-[4-(benzenesulfonyl-isobutyl-amino)-phenyl]-5,5,5-trifluoro-4-hydroxy-pent-2-ynoic acid), CN (methylamine), Cl.CN(CCCN=C=NCC)C (1-[3-(dimethylamino)propyl]-3-ethylcarbodiimide hydrochloride). Solvent: C(Cl)Cl (CH2Cl2), C(Cl)Cl (CH2Cl2). Reaction conditions: time 16 hour. The product is CNC(C#CC(C(F)(F)F)(O)C1=CC=C(C=C1)N(CC(C)C)S(=O)(=O)C1=CC=CC=C1)=O (4-[4-(Benzenesulfonyl-isobutyl-amino)-phenyl]-5,5,5-trifluoro-4-hydroxy-pent-2-ynoic acid methylamide). As a reaction SMILES: [C:1]1([S:7]([N:10]([CH2:28][CH:29]([CH3:31])[CH3:30])[C:11]2[CH:16]=[CH:15][C:14]([C:17]([OH:27])([C:23]([F:26])([F:25])[F:24])[C:18]#[C:19][C:20](O)=[O:21])=[CH:13][CH:12]=2)(=[O:9])=[O:8])[CH:6]=[CH:5][CH:4]=[CH:3][CH:2]=1.CN.Cl.[CH3:35][N:36](C)CCCN=C=NCC>C(Cl)Cl>[CH3:35][NH:36][C:20](=[O:21])[C:19]#[C:18][C:17]([C:14]1[CH:15]=[CH:16][C:11]([N:10]([S:7]([C:1]2[CH:6]=[CH:5][CH:4]=[CH:3][CH:2]=2)(=[O:9])=[O:8])[CH2:28][CH:29]([CH3:31])[CH3:30])=[CH:12][CH:13]=1)([OH:27])[C:23]([F:26])([F:25])[F:24] |f:2.3|. Procedure: 0.2 g of 4-[4-(benzenesulfonyl-isobutyl-amino)-phenyl]-5,5,5-trifluoro-4-hydroxy-pent-2-ynoic acid (see Example 69; 0.439 mmol) and 0.26 mL of methylamine (2M in THF) were combined in 3 mL of CH2Cl2 at rt. 0.1 g of 1-[3-(dimethylamino)propyl]-3-ethylcarbodiimide hydrochloride (0.527 mmol) was added. The resulting mixture was stirred at rt for 16 h. After addition of 80 mL of CH2Cl2 the resulting solution was washed with an aqueous solution of citric acid, a saturated aqueous solution of sodium b... Reactants: FC=1C=C(C#N)C=CC1F (3,4-difluorobenzonitrile), Cl (HCl), N (ammonia). Reported procedure: 3,4-difluorobenzonitrile (4) is reacted with dried HCl gas in anhydrous methanol, followed by reacting the resulting crystals with dried ammonia gas in anhydrous ethanol to obtain 3,4-difluorobenzamidine hydrochloride (5). Solvent: C(C)O (ethanol), CO (methanol). Yields the product Cl.FC=1C=C(C(=N)N)C=CC1F (3,4-difluorobenzamidine hydrochloride). As a reaction SMILES: [F:1][C:2]1[CH:3]=[C:4]([CH:7]=[CH:8][C:9]=1[F:10])[C:5]#[N:6].[ClH:11].[NH3:12]>CO.C(O)C>[ClH:11].[F:1][C:2]1[CH:3]=[C:4]([CH:7]=[CH:8][C:9]=1[F:10])[C:5]([NH2:12])=[NH:6] |f:5.6|. Reactants: N1(CCOCC1)CCO (2-morpholin-4-yl ethanol), acid chloride, carboxylic esters, carboxylic acids, ClCCCS(=O)(=O)OCC(C(C(=O)O)OCC1=CC=C(C=C1)OC)(C)C ((2R/S)-4-[(3-Chloropropyl)sulfonyloxy]-2-[(4-methoxyphenyl)methoxy]-3,3-dimethylbutanoic Acid), C(C(=O)Cl)(=O)Cl (oxalyl chloride). Run in ClCCl (dichloromethane), ClCCl (dichloromethane). Product: ClCCCS(=O)(=O)OCC(C(C(=O)OCCN1CCOCC1)OCC1=CC=C(C=C1)OC)(C)C (2-Morpholin-4-ylethyl (2R/S)-4-[(3-chloropropyl)sulfonyloxy]-2-[(4-methoxyphenyl)methoxy]-3,3-dimethylbutanoate). Yield: 35.1%. RXN SMILES: [Cl:1][CH2:2][CH2:3][CH2:4][S:5]([O:8][CH2:9][C:10]([CH3:26])([CH3:25])[CH:11]([O:15][CH2:16][C:17]1[CH:22]=[CH:21][C:20]([O:23][CH3:24])=[CH:19][CH:18]=1)[C:12]([OH:14])=[O:13])(=[O:7])=[O:6].C(Cl)(=O)C(Cl)=O.[N:33]1([CH2:39][CH2:40]O)[CH2:38][CH2:37][O:36][CH2:35][CH2:34]1>ClCCl>[Cl:1][CH2:2][CH2:3][CH2:4][S:5]([O:8][CH2:9][C:10]([CH3:26])([CH3:25])[CH:11]([O:15][CH2:16][C:17]1[CH:22]=[CH:21][C:20]([O:23][CH3:24])=[CH:19][CH:18]=1)[C:12]([O:14][CH2:40][CH2:39][N:33]1[CH2:38][CH2:37][O:36][CH2:35][CH2:34]1)=[O:13])(=[O:7])=[O:6]. Procedure details: Following the general procedure for the preparation of carboxylic esters from carboxylic acids of Description 15, (2R/S)-4-[(3-chloropropyl)sulfonyloxy]-2-[(4-methoxyphenyl)methoxy]-3,3-dimethylbutanoic acid (14) (0.5 g, 1.2 mmol) dissolved in 5 mL of anhydrous dichloromethane (DCM) was reacted with 0.14 mL (0.2 g, 0.14 mmol) of oxalyl chloride. After completion of the reaction, a solution of 0.37 g (2.8 mmol) of 2-morpholin-4-yl ethanol in anhydrous dichloromethane (DCM) was added to the acid c... Reactants: CCOC(=O)CCc1cn(Cc2ccc(Cl)cc2Cl)c2ccccc12, C[Al](C)C, Cc1ccccc1, NCCN, O. The product is Clc1ccc(Cn2cc(CCC3=NCCN3)c3ccccc32)c(Cl)c1. As a reaction SMILES: [CH2:9]([O:10][C:12](=[O:11])[CH2:13][CH2:14][c:15]1[cH:16][n:17]([CH2:24][c:25]2[c:26]([Cl:32])[cH:27][c:28]([Cl:31])[cH:29][cH:30]2)[c:18]2[cH:19][cH:20][cH:21][cH:22][c:23]12)[CH3:33].[CH3:1][Al:2]([CH3:3])[CH3:4].[CH3:35][c:36]1[cH:37][cH:38][cH:39][cH:40][cH:41]1.[NH2:5][CH2:6][CH2:7][NH2:8].[OH2:34]>>[NH:5]1[CH2:6][CH2:7][N:8]=[C:12]1[CH2:13][CH2:14][c:15]1[cH:16][n:17]([CH2:24][c:25]2[c:26]([Cl:32])[cH:27][c:28]([Cl:31])[cH:29][cH:30]2)[c:18]2[cH:19][cH:20][cH:21][cH:22][c:23]12. The reactants are COc1ccc2ccc(S(=O)(=O)Cl)cc2c1, ClCCl, Nc1ccc(CCN2CCC(N)C2=O)cc1[N+](=O)[O-]. The product is COc1ccc2ccc(S(=O)(=O)NC3CCN(CCc4ccc(N)c([N+](=O)[O-])c4)C3=O)cc2c1. As a reaction SMILES: [CH3:20][O:21][c:22]1[cH:23][cH:24][c:25]2[cH:26][cH:27][c:28]([S:32](=[O:33])(=[O:34])[Cl:35])[cH:29][c:30]2[cH:31]1.[Cl:36][CH2:37][Cl:38].[NH2:1][CH:2]1[C:3](=[O:19])[N:4]([CH2:7][CH2:8][c:9]2[cH:10][c:11]([N+:16](=[O:17])[O-:18])[c:12]([NH2:15])[cH:13][cH:14]2)[CH2:5][CH2:6]1>>[NH:1]([CH:2]1[C:3](=[O:19])[N:4]([CH2:7][CH2:8][c:9]2[cH:10][c:11]([N+:16](=[O:17])[O-:18])[c:12]([NH2:15])[cH:13][cH:14]2)[CH2:5][CH2:6]1)[S:32]([c:28]1[cH:27][cH:26][c:25]2[cH:24][cH:23][c:22]([O:21][CH3:20])[cH:31][c:30]2[cH:29]1)(=[O:33])=[O:34].